Dataset: the Open Reaction Database (ORD), a public repository of structured organic reaction records. Task: describe an organic reaction: reactants, conditions, products, and yield The reactants are IC=1C=CC=C2C(N(C(NC12)=O)CCCS(=O)(=O)C)=O (8-iodo-3-(3-(methylsulfonyl)propyl)-quinazoline-2,4(1H,3H)-dione), CCN(C(C)C)C(C)C (DIEA), P(=O)(Cl)(Cl)Cl (phosphorus oxychloride). Reaction conditions: temperature 120 celsius. Procedure details: A pressure vessel was charged with 8-iodo-3-(3-(methylsulfonyl)propyl)-quinazoline-2,4(1H,3H)-dione (1.09 g, 2.67 mmol), DIEA (1.858 mL, 10.68 mmol) and phosphorus oxychloride (1.222 mL, 13.35 mmol). The tube was sealed and heated in an oil bath at 120° C. for 3 h, then cooled to RT. The solvent was removed in vacuo and the residue was poured into ice/water (50 mL) and 1 M NaOH was added until pH 10. The suspension was filtered and the solid was dried to give the crude product. MS (ESI, pos. ion... Yields the product ClC1=NC2=C(C=CC=C2C(N1CCCS(=O)(=O)C)=O)I (2-chloro-8-iodo-3-(3-(methylsulfonyl)propyl)quinazolin-4(3H)-one). As a reaction SMILES: [I:1][C:2]1[CH:3]=[CH:4][CH:5]=[C:6]2[C:11]=1[NH:10][C:9](=O)[N:8]([CH2:13][CH2:14][CH2:15][S:16]([CH3:19])(=[O:18])=[O:17])[C:7]2=[O:20].CCN(C(C)C)C(C)C.P(Cl)(Cl)([Cl:32])=O>>[Cl:32][C:9]1[N:8]([CH2:13][CH2:14][CH2:15][S:16]([CH3:19])(=[O:18])=[O:17])[C:7](=[O:20])[C:6]2[C:11](=[C:2]([I:1])[CH:3]=[CH:4][CH:5]=2)[N:10]=1. As a reaction SMILES: [CH:26]([Cl:27])([Cl:28])[Cl:29].[Cl:1][c:2]1[c:3](-[c:13]2[cH:14][cH:15][c:16]([CH3:19])[cH:17][cH:18]2)[c:4]([Cl:12])[cH:5][c:6]([C:8]([F:9])([F:10])[F:11])[cH:7]1.[Cl:20][S:21](=[O:22])(=[O:23])[OH:24].[OH2:25]>>[Cl:1][c:2]1[c:3](-[c:13]2[cH:14][c:15]([S:21]([Cl:20])(=[O:22])=[O:23])[c:16]([CH3:19])[cH:17][cH:18]2)[c:4]([Cl:12])[cH:5][c:6]([C:8]([F:9])([F:10])[F:11])[cH:7]1. Yields the product Cc1ccc(-c2c(Cl)cc(C(F)(F)F)cc2Cl)cc1S(=O)(=O)Cl. The reactants are ClC(Cl)Cl, Cc1ccc(-c2c(Cl)cc(C(F)(F)F)cc2Cl)cc1, O=S(=O)(O)Cl, O. Reaction conditions: temperature 20 celsius. Starting materials: [H-].[Na+] (Sodium hydride), CSC=1NC=CN1 (2-methylthio-imidazole), ClCC(=O)OCC (Ethyl chloroacetate). Run in CN(C=O)C (dimethylformamide). Reported procedure: Sodium hydride (4.22 g.) (50% suspension in mineral oil) is added, under a nitrogen atmosphere, to a solution of 2-methylthio-imidazole (10 g.) in dimethylformamide (100 cc.). Ethyl chloroacetate (10.8 g.) is then added and reacted for 20 hours, with stirring, at a temperature of about 20° C. The mixture is concentrated to dryness under reduced pressure (20 mm.Hg), the residue is taken up in water (1.8 liters) and the aqueous solution is extracted with methylene chloride (560 cc.). The methylene... Product: CSC=1N(C=CN1)CC(=O)OCC (ethyl (2-methylthio-imidazol-1-yl)-acetate). As a reaction SMILES: [H-].[Na+].[CH3:3][S:4][C:5]1[NH:6][CH:7]=[CH:8][N:9]=1.Cl[CH2:11][C:12]([O:14][CH2:15][CH3:16])=[O:13]>CN(C)C=O>[CH3:3][S:4][C:5]1[N:6]([CH2:11][C:12]([O:14][CH2:15][CH3:16])=[O:13])[CH:7]=[CH:8][N:9]=1 |f:0.1|. The yield is 82.7%. Reactants: BrC=1OC2=C(C1C1=CC=CC=C1)C=C(C=C2)CC2=NN=NN2 (2-bromo-3-phenyl-5-tetrazolylmethylbenzofuran), C1=CCCCC1 (cyclohexene), [N+](=O)([N+](=O)[O-])[O-] (dinitrogen tetraoxide). Solvent: C(C)(=O)O (acetic acid). Yields the product [N+](=O)([O-])C=1OC2=C(C1C1=CC=CC=C1)C=C(C=C2)CC2=NN=NN2 (2-nitro-3-phenyl-5(1H-tetrazol-5-ylmethyl)benzofuran). As a reaction SMILES: Br[C:2]1[O:3][C:4]2[CH:16]=[CH:15][C:14]([CH2:17][C:18]3[NH:22][N:21]=[N:20][N:19]=3)=[CH:13][C:5]=2[C:6]=1[C:7]1[CH:12]=[CH:11][CH:10]=[CH:9][CH:8]=1.C1CCCCC=1.[N+:29]([O-:34])([N+]([O-])=O)=[O:30]>C(O)(=O)C>[N+:29]([C:2]1[O:3][C:4]2[CH:16]=[CH:15][C:14]([CH2:17][C:18]3[NH:22][N:21]=[N:20][N:19]=3)=[CH:13][C:5]=2[C:6]=1[C:7]1[CH:12]=[CH:11][CH:10]=[CH:9][CH:8]=1)([O-:34])=[O:30]. Procedure: To a stirred solution of 1.9 g. (0.005 mole) of 2-bromo-3-phenyl-5-tetrazolylmethylbenzofuran in 50 ml. of warm acetic acid and 1 ml. of cyclohexene is added 1 g. of dinitrogen tetraoxide. The mixture is heated on a steam bath for 30 minutes, then cooled to ice bath temperature. The product is separated by filtration, washed with acetic acid and diethyl ether and recrystallized from ethanol to provide yellow needles of 2-nitro-3-phenyl-5(1H-tetrazol-5-ylmethyl)benzofuran, m.p. 245°-247° C. havin... Starting materials: NC1=Nc2cnc(Oc3ccccc3)cc2CN1C(CCC(=O)N(CCOCc1ccccc1)C1CCC(C(=O)OCc2ccccc2)CC1)C1CCOCC1, CCO. Yields the product NC1=Nc2cnc(Oc3ccccc3)cc2CN1C(CCC(=O)N(CCOCc1ccccc1)C1CCC(C(=O)O)CC1)C1CCOCC1. RXN SMILES: [CH2:1]([c:2]1[cH:3][cH:4][cH:5][cH:6][cH:7]1)[O:8][C:9](=[O:10])[CH:11]1[CH2:12][CH2:13][CH:14]([N:17]([CH2:18][CH2:19][O:20][CH2:21][c:22]2[cH:23][cH:24][cH:25][cH:26][cH:27]2)[C:28]([CH2:29][CH2:30][CH:31]([CH:32]2[CH2:33][CH2:34][O:35][CH2:36][CH2:37]2)[N:38]2[C:39]([NH2:55])=[N:40][c:41]3[c:42]([cH:44][c:45]([O:48][c:49]4[cH:50][cH:51][cH:52][cH:53][cH:54]4)[n:46][cH:47]3)[CH2:43]2)=[O:56])[CH2:15][CH2:16]1.[CH3:57][CH2:58][OH:59]>>[O:8]=[C:9]([OH:10])[CH:11]1[CH2:12][CH2:13][CH:14]([N:17]([CH2:18][CH2:19][O:20][CH2:21][c:22]2[cH:23][cH:24][cH:25][cH:26][cH:27]2)[C:28]([CH2:29][CH2:30][CH:31]([CH:32]2[CH2:33][CH2:34][O:35][CH2:36][CH2:37]2)[N:38]2[C:39]([NH2:55])=[N:40][c:41]3[c:42]([cH:44][c:45]([O:48][c:49]4[cH:50][cH:51][cH:52][cH:53][cH:54]4)[n:46][cH:47]3)[CH2:43]2)=[O:56])[CH2:15][CH2:16]1.